Dataset: the Open Reaction Database (ORD), a public repository of structured organic reaction records. Task: describe an organic reaction: reactants, conditions, products, and yield Starting materials: FC(C(=O)O)(F)F.CC(CCC)OC1=NC(=C2N=C(NC2=N1)OC)N (2-[(1-methylbutyl)oxy]-8-methoxy-9H-purin-6-amine trifluoroacetic acid salt), C([O-])([O-])=O.[K+].[K+] (potassium carbonate), BrCC1CCOCC1 (4-(bromomethyl)tetrahydro-2H-pyran). The solvent is CCOC(=O)C (EtOAc), CN(C)C=O (DMF). Run at temperature 60 celsius, time 90 minute. The product is CC(CCC)OC1=NC(=C2N=C(N(C2=N1)CC1CCOCC1)OC)N (2-[(1-Methylbutyl)oxy]-8-methoxy-9-(tetrahydro-2H-pyran-4-ylmethyl)-9H-Purin-6-amine). The yield is 44.1%. RXN SMILES: FC(F)(F)C(O)=O.[CH3:8][CH:9]([O:13][C:14]1[N:22]=[C:21]2[C:17]([N:18]=[C:19]([O:23][CH3:24])[NH:20]2)=[C:16]([NH2:25])[N:15]=1)[CH2:10][CH2:11][CH3:12].C(=O)([O-])[O-].[K+].[K+].Br[CH2:33][CH:34]1[CH2:39][CH2:38][O:37][CH2:36][CH2:35]1>CN(C=O)C.CCOC(C)=O>[CH3:8][CH:9]([O:13][C:14]1[N:22]=[C:21]2[C:17]([N:18]=[C:19]([O:23][CH3:24])[N:20]2[CH2:33][CH:34]2[CH2:39][CH2:38][O:37][CH2:36][CH2:35]2)=[C:16]([NH2:25])[N:15]=1)[CH2:10][CH2:11][CH3:12] |f:0.1,2.3.4|. Reported procedure: To a solution of 2-[(1-methylbutyl)oxy]-8-methoxy-9H-purin-6-amine trifluoroacetic acid salt (218 mg) in dry DMF (3.71 mL) was added potassium carbonate (330 mg). The mixture was stirred at 60° C. for 90 mins. The reaction was cooled and 4-(bromomethyl)tetrahydro-2H-pyran (118 mg) was added. The reaction was stirred at 50° C. for 6 h and was cooled to room temperature. The mixture was taken up in EtOAc (40 mL) and washed with water (2×20 mL). The organics were separated, dried over MgSO4 and con... Reactants: C(C)(C)(C)OC(=O)N1CCC2=C(CC1)C(=NC(=N2)N2CCS(CC2)(=O)=O)OS(=O)(=O)C(F)(F)F (2-(1,1-dioxo-1λ6-thiomorpholin-4-yl)-4 trifluoromethanesulfonyloxy-5,6,8,9-tetrahydro-pyrimido[4,5-d]azepine-7-carboxylic acid tert-butyl ester), CC1=CC=C(C=C1)B(O)O ((4-methylphenyl)-boronic acid), C(=O)([O-])[O-].[K+].[K+] (K2CO3). The reagents and catalysts are C1=CC=C(C=C1)P([C-]2C=CC=C2)C3=CC=CC=C3.C1=CC=C(C=C1)P([C-]2C=CC=C2)C3=CC=CC=C3.Cl[Pd]Cl.[Fe+2] (Pd(dppf)Cl2). Solvent: CC(C)=O.C1(=CC=CC=C1)C.O (2-propanone toluene water). Run at temperature 130 celsius, time 30 minute. Product: O=S1(CCN(CC1)C=1N=C(C2=C(CCNCC2)N1)C1=CC=C(C=C1)C)=O (2-(1,1-Dioxo-1λ6-thiomorpholin-4-yl)-4-p-tolyl-6,7,8,9-tetrahydro-5H-pyrimido[4,5-d]azepine). Isolated yield 63.8%. As a reaction SMILES: C(OC([N:8]1[CH2:14][CH2:13][C:12]2[C:15](OS(C(F)(F)F)(=O)=O)=[N:16][C:17]([N:19]3[CH2:24][CH2:23][S:22](=[O:26])(=[O:25])[CH2:21][CH2:20]3)=[N:18][C:11]=2[CH2:10][CH2:9]1)=O)(C)(C)C.[CH3:35][C:36]1[CH:41]=[CH:40][C:39](B(O)O)=[CH:38][CH:37]=1.C([O-])([O-])=O.[K+].[K+]>CC(=O)C.C1(C)C=CC=CC=1.O.C1C=CC(P(C2C=CC=CC=2)[C-]2C=CC=C2)=CC=1.C1C=CC(P(C2C=CC=CC=2)[C-]2C=CC=C2)=CC=1.Cl[Pd]Cl.[Fe+2]>[O:25]=[S:22]1(=[O:26])[CH2:21][CH2:20][N:19]([C:17]2[N:16]=[C:15]([C:39]3[CH:40]=[CH:41][C:36]([CH3:35])=[CH:37][CH:38]=3)[C:12]3[CH2:13][CH2:14][NH:8][CH2:9][CH2:10][C:11]=3[N:18]=2)[CH2:24][CH2:23]1 |f:2.3.4,5.6.7,8.9.10.11|. Procedure details: A mixture of 2-(1,1-dioxo-1λ6-thiomorpholin-4-yl)-4 trifluoromethanesulfonyloxy-5,6,8,9-tetrahydro-pyrimido[4,5-d]azepine-7-carboxylic acid tert-butyl ester (0.0008 mol), (4-methylphenyl)-boronic acid (0.0008 mol), Pd(dppf)Cl2 (0.00008 mol) and K2CO3 (0.0016 mol) in 2-propanone/toluene/water (4:4:1, 8 mL) was stirred in a microwave for 30 min at 130° C. The separated organic layer was filtered over silica gel and the filtrate was concentrated. The residue was purified by FCC (petroleum ether/Et2... Reactants: CCCCCCCCCCCCCCCC(=O)Cl, CC1(C)OC(=O)CC(=O)O1, ClC(Cl)Cl, ClCCl, Cl, O, c1ccncc1. Yields the product CCCCCCCCCCCCCCCC(O)=C1C(=O)OC(C)(C)OC1=O. Reaction SMILES: [C:17]([CH2:18][CH2:19][CH2:20][CH2:21][CH2:22][CH2:23][CH2:24][CH2:25][CH2:26][CH2:27][CH2:28][CH2:29][CH2:30][CH2:31][CH3:32])(=[O:33])[Cl:34].[CH3:1][C:2]1([CH3:10])[O:3][C:4](=[O:9])[CH2:5][C:6](=[O:8])[O:7]1.[CH:39]([Cl:40])([Cl:41])[Cl:42].[Cl:36][CH2:37][Cl:38].[ClH:35].[OH2:43].[cH:11]1[cH:12][cH:13][n:14][cH:15][cH:16]1>>[CH3:1][C:2]1([CH3:10])[O:3][C:4](=[O:9])[C:5](=[C:17]([CH2:18][CH2:19][CH2:20][CH2:21][CH2:22][CH2:23][CH2:24][CH2:25][CH2:26][CH2:27][CH2:28][CH2:29][CH2:30][CH2:31][CH3:32])[OH:33])[C:6](=[O:8])[O:7]1. RXN SMILES: [CH3:16][C:17](=[O:18])[O:19][C:20](=[O:21])[CH3:22].[CH3:30][N:31]([CH3:32])[c:33]1[cH:34][cH:35][n:36][cH:37][cH:38]1.[OH2:23].[OH:1][CH:2]([CH2:3][CH2:4][CH2:5][CH2:6][O:7][CH3:8])[CH:9]1[CH:10]2[CH:11]=[CH:12][CH:13]([CH2:14]1)[CH2:15]2.[cH:24]1[cH:25][cH:26][n:27][cH:28][cH:29]1>>[O:1]([CH:2]([CH2:3][CH2:4][CH2:5][CH2:6][O:7][CH3:8])[CH:9]1[CH:10]2[CH:11]=[CH:12][CH:13]([CH2:14]1)[CH2:15]2)[C:17]([CH3:16])=[O:18]. Yields the product COCCCCC(OC(C)=O)C1CC2C=CC1C2. Reactants: CC(=O)OC(C)=O, CN(C)c1ccncc1, O, COCCCCC(O)C1CC2C=CC1C2, c1ccncc1. The reactants are CCO, COC(=O)c1ccc2c(c1)C(NC(=O)c1ccccc1C)CC2, [K+], [OH-], O. Product: Cc1ccccc1C(=O)NC1CCc2ccc(C(=O)O)cc21. RXN SMILES: [CH3:26][CH2:27][OH:28].[CH3:3][c:4]1[c:5]([C:6](=[O:7])[NH:8][CH:9]2[CH2:10][CH2:11][c:12]3[cH:13][cH:14][c:15]([C:18](=[O:19])[O:20][CH3:21])[cH:16][c:17]32)[cH:22][cH:23][cH:24][cH:25]1.[K+:2].[OH-:1].[OH2:29]>>[CH3:3][c:4]1[c:5]([C:6](=[O:7])[NH:8][CH:9]2[CH2:10][CH2:11][c:12]3[cH:13][cH:14][c:15]([C:18](=[O:19])[OH:20])[cH:16][c:17]32)[cH:22][cH:23][cH:24][cH:25]1. Starting materials: BrC=1SC(=C(N1)C)C(=O)OCC (Ethyl 2-bromo-4-methyl-1,3-thiazole-5-carboxylate), ClC1=NC=C(C=C1)B(O)O (2-chloro-5-pyridine boronic acid), C([O-])([O-])=O.[K+].[K+] (potassium carbonate). The reagents and catalysts are C=1C=CC(=CC1)[P](C=2C=CC=CC2)(C=3C=CC=CC3)[Pd]([P](C=4C=CC=CC4)(C=5C=CC=CC5)C=6C=CC=CC6)([P](C=7C=CC=CC7)(C=8C=CC=CC8)C=9C=CC=CC9)[P](C=1C=CC=CC1)(C=1C=CC=CC1)C=1C=CC=CC1 (tetrakis(triphenylphosphine)palladium). The solvent is C1(=CC=CC=C1)C.C(C)O (toluene ethanol). The product is ClC1=CC=C(C=N1)C=1SC(=C(N1)C)C(=O)OCC (ethyl 2-(6-chloropyridin-3-yl)-4-methyl-1,3-thiazole-5-carboxylate). Yield: 69.1%. RXN SMILES: Br[C:2]1[S:3][C:4]([C:8]([O:10][CH2:11][CH3:12])=[O:9])=[C:5]([CH3:7])[N:6]=1.[Cl:13][C:14]1[CH:19]=[CH:18][C:17](B(O)O)=[CH:16][N:15]=1.C(=O)([O-])[O-].[K+].[K+]>C1(C)C=CC=CC=1.C(O)C.C1C=CC([P]([Pd]([P](C2C=CC=CC=2)(C2C=CC=CC=2)C2C=CC=CC=2)([P](C2C=CC=CC=2)(C2C=CC=CC=2)C2C=CC=CC=2)[P](C2C=CC=CC=2)(C2C=CC=CC=2)C2C=CC=CC=2)(C2C=CC=CC=2)C2C=CC=CC=2)=CC=1>[Cl:13][C:14]1[N:15]=[CH:16][C:17]([C:2]2[S:3][C:4]([C:8]([O:10][CH2:11][CH3:12])=[O:9])=[C:5]([CH3:7])[N:6]=2)=[CH:18][CH:19]=1 |f:2.3.4,5.6,^1:42,44,63,82|. Procedure details: Ethyl 2-bromo-4-methyl-1,3-thiazole-5-carboxylate (1 g, 1.3 eq, 4 mmol) is added to a mixture of 2-chloro-5-pyridine boronic acid (0.48 g, 1 eq, 3.07 mmol), tetrakis(triphenylphosphine)palladium (0.18 g, 0.05 eq, 0.15 mmol) and an aqueous solution of 2 M potassium carbonate (3 ml, 2 eq, 6.14 mmol) in toluene/ethanol (18 ml, 2:1 v/v). The mixture is refluxed overnight and the solvent is evaporated, then taken up in ethyl acetate, and washed two times with an aqueous solution of sodium hydrogenoca... Starting materials: ClC=1NC(C=2N(C=NC2N1)CC1=CC=C(C=C1)OC)Cl (2,6-dichloro-7-(4-methoxybenzyl)-6,7-dihydro-1H-purine), [OH-].[Na+] (NaOH), Cl (HCl). Conditions: temperature 90 celsius, time 90 minute. Product: ClC=1NC(C=2N(C=NC2N1)CC1=CC=C(C=C1)OC)=O (2-chloro-7-(4-methoxybenzyl)-1H-purin-6(7H)-one). As a reaction SMILES: [Cl:1][C:2]1[NH:3][CH:4](Cl)[C:5]2[N:6]([CH2:11][C:12]3[CH:17]=[CH:16][C:15]([O:18][CH3:19])=[CH:14][CH:13]=3)[CH:7]=[N:8][C:9]=2[N:10]=1.Cl.[OH-:22].[Na+]>>[Cl:1][C:2]1[NH:3][C:4](=[O:22])[C:5]2[N:6]([CH2:11][C:12]3[CH:17]=[CH:16][C:15]([O:18][CH3:19])=[CH:14][CH:13]=3)[CH:7]=[N:8][C:9]=2[N:10]=1 |f:2.3|. Reported procedure: To the 2,6-dichloro-7-(4-methoxybenzyl)-6,7-dihydro-1H-purine 6 (10 g, 32.46 mmol) was added NaOH (1 M, 100 ml). The reaction was stirred at 90° C. for 90 minutes. The reaction mixture was cooled to room temperature and then was neutralized by HCl (2 M) to pH 7. The desired product was precipitated out and was collected by filtration. The solid was air dried and placed in oven over night at 80° C. to afford 2-chloro-7-(4-methoxybenzyl)-1H-purin-6(7H)-one 7. Reactants: ClC(=O)OCC (Ethyl chloroformate), OC1C2OC2(CC2OC(C(C2C2OC(C(C1N1CCC(CC1)C)=C2)=O)C)=O)C (11-hydroxy-3,8-dimethyl-12-(4-methylpiperidino)-5,9,15-trioxatetracyclo[11.2.1.02,6.08,10]hexadec-13(16)-ene-4,14-dione), C(C)(=O)OC1C2OC2(CC2OC(C(C2C2OC(C(C1N1CCC(CC1)C)=C2)=O)C)=O)C (3,8-dimethyl-12-(4-methylpiperidino)-4,14-dioxo-5,9,15-trioxatetracyclo[11.2.1.02,6.08,10]hexadec-13(16)-en-11-yl acetate). The solvent is N1=CC=CC=C1 (pyridine). Run at time 2 hour. Product: C(OCC)(OC1C2OC2(CC2OC(C(C2C2OC(C(C1N1CCC(CC1)C)=C2)=O)C)=O)C)=O (ethyl 3,8-dimethyl-12-(4-methylpiperidino)-4,14-dioxo-5,9,15-trioxatetracyclo[11.2.1.02,6.08,10]hexadec-13(16)-en-11-yl carbonate). Yield: 43.1%. RXN SMILES: Cl[C:2]([O:4][CH2:5][CH3:6])=[O:3].[OH:7][CH:8]1[CH:22]([N:23]2[CH2:28][CH2:27][CH:26]([CH3:29])[CH2:25][CH2:24]2)[C:21]2=[CH:30][CH:18]([O:19][C:20]2=[O:31])[CH:17]2[CH:13]([O:14][C:15](=[O:33])[CH:16]2[CH3:32])[CH2:12][C:11]2([CH3:34])[CH:9]1[O:10]2.C(OC1C(N2CCC(C)CC2)C2=CC(OC2=O)C2C(OC(=O)C2C)CC2(C)C1O2)(=O)C>N1C=CC=CC=1>[C:2](=[O:3])([O:7][CH:8]1[CH:22]([N:23]2[CH2:28][CH2:27][CH:26]([CH3:29])[CH2:25][CH2:24]2)[C:21]2=[CH:30][CH:18]([O:19][C:20]2=[O:31])[CH:17]2[CH:13]([O:14][C:15](=[O:33])[CH:16]2[CH3:32])[CH2:12][C:11]2([CH3:34])[CH:9]1[O:10]2)[O:4][CH2:5][CH3:6]. Procedure: Ethyl chloroformate (300 μmol; 28 μl) is added to a solution of the compound of Example 9 (100 μmol; 40 mg) in pyridine (0.5 ml). The reaction mass is stirred for 2 hours then treated in the same manner as for the preparation of the compound of Example 17. 20 mg of product is obtained in the form of a white powder. Reactants: C1(=CC=CC2=CC=CC=C12)CC(=O)NC=1N=CN(C1)[C@@H]1C[C@H](C1)OS(=O)(=O)C1=CC=C(C=C1)C (trans-toluene-4-sulfonic acid 3-[4-(2-naphthalen-1-yl-acetylamino)-imidazol-1-yl]-cyclobutyl ester), [N-]=[N+]=[N-].[Na+] (sodium azide), C(Cl)(Cl)Cl (chloroform). Run in C(C)O (ethanol), O (water). Conditions: time 96 hour. Product: N(=[N+]=[N-])[C@H]1C[C@H](C1)N1C=NC(=C1)NC(CC1=CC=CC2=CC=CC=C12)=O (N-[1-(cis-3-azido-cyclobutyl)-1H-imidazol-4-yl]-2-naphthalen-1-yl-acetamide). The yield is 78.5%. RXN SMILES: [C:1]1([CH2:11][C:12]([NH:14][C:15]2[N:16]=[CH:17][N:18]([C@H:20]3[CH2:23][C@H:22](OS(C4C=CC(C)=CC=4)(=O)=O)[CH2:21]3)[CH:19]=2)=[O:13])[C:10]2[C:5](=[CH:6][CH:7]=[CH:8][CH:9]=2)[CH:4]=[CH:3][CH:2]=1.[N-:35]=[N+:36]=[N-:37].[Na+].C(Cl)(Cl)Cl>C(O)C.O>[N:35]([C@@H:22]1[CH2:23][C@H:20]([N:18]2[CH:19]=[C:15]([NH:14][C:12](=[O:13])[CH2:11][C:1]3[C:10]4[C:5](=[CH:6][CH:7]=[CH:8][CH:9]=4)[CH:4]=[CH:3][CH:2]=3)[N:16]=[CH:17]2)[CH2:21]1)=[N+:36]=[N-:37] |f:1.2|. Reported procedure: trans-Toluene-4-sulfonic acid 3-[4-(2-naphthalen-i -yl-acetylamino)-imidazol-1-yl]-cyclobutyl ester (Preparation 4, Step 3; 593 mg, 1.25 mmol) was mixed with sodium azide (813 mg, 12.5 mmol) in ethanol (15 mL), water (5 mL), and chloroform (5 mL). The mixture was then heated at reflux with stirring for 96 h. The solvent was removed in vacuo and the residue was diluted with water and was extracted with methylene chloride. The organic layer was dried (MgSO4), filtered, and was concentrated in vacu... Starting materials: CC(C)(C)OC(=O)NC1CCC(C=O)CC1, ClCCl, CC(=O)O, [Mg+2], NCc1ccccc1, O=S(=O)([O-])[O-]. The product is CC(C)(C)OC(=O)NC1CCC(C=NCc2ccccc2)CC1. As a reaction SMILES: [C:1]([CH3:2])([CH3:3])([CH3:4])[O:5][C:6]([NH:7][CH:8]1[CH2:9][CH2:10][CH:11]([CH:14]=[O:15])[CH2:12][CH2:13]1)=[O:16].[CH2:35]([Cl:36])[Cl:37].[CH3:25][C:26](=[O:27])[OH:28].[Mg+2:29].[NH2:17][CH2:18][c:19]1[cH:20][cH:21][cH:22][cH:23][cH:24]1.[O-:30][S:31](=[O:32])(=[O:33])[O-:34]>>[C:1]([CH3:2])([CH3:3])([CH3:4])[O:5][C:6]([NH:7][CH:8]1[CH2:9][CH2:10][CH:11]([CH:14]=[N:17][CH2:18][c:19]2[cH:20][cH:21][cH:22][cH:23][cH:24]2)[CH2:12][CH2:13]1)=[O:16].